From a dataset of the Open Reaction Database (ORD), a public repository of structured organic reaction records. describe an organic reaction: reactants, conditions, products, and yield Starting materials: CON=C(C(=O)O)C=1N=C(SC1)NC(C1=CC=CC=C1)(C1=CC=CC=C1)C1=CC=CC=C1 (2-methoxyimino-2-(2-tritylaminothiazol-4-yl)-acetic acid), OS1C=NC2=C1C=CC=C2 (1-Hydroxybenzothiazole), C1(CCCCC1)N=C=NC1CCCCC1 (N,N'-dicyclohexylcarbodiimide), NC1C2SCC(=C(N2C1=O)C(=O)OC(C1=CC=CC=C1)C1=CC=CC=C1)C1=CN=C(S1)NC=1C=NC=CC1 (7-amino-2-benzhydryloxycarbonyl-3-[2-(pyridin-3-yl-amino)-thiazol-5-yl]-8-oxo-5-thia-1-azabicyclo-[4.2.0]oct-2-ene). Run in CN(C=O)C (N,N-dimethylformamide), C(C)(=O)O (Acetic acid). Run at time 30 minute. Product: O=C1CC2SCC=CN12 (8-oxo-5-thia-1-azabicyclo[4.2.0]oct-2-ene). The yield is 517.2%. As a reaction SMILES: OS1C2C=CC=CC=2N=C1.C1(N=C=NC2CCCCC2)CCCCC1.N[CH:27]1[C:34](=[O:35])[N:33]2[CH:28]1[S:29][CH2:30][C:31](C1SC(NC3C=NC=CC=3)=NC=1)=[C:32]2C(OC(C1C=CC=CC=1)C1C=CC=CC=1)=O.CON=C(C1N=C(NC(C2C=CC=CC=2)(C2C=CC=CC=2)C2C=CC=CC=2)SC=1)C(O)=O>CN(C)C=O.C(O)(=O)C>[O:35]=[C:34]1[N:33]2[CH:28]([S:29][CH2:30][CH:31]=[CH:32]2)[CH2:27]1. Procedure details: 1-Hydroxybenzothiazole (3.24 g) and N,N'-dicyclohexylcarbodiimide (4.95 g) are added to a solution, cooled to 5° C., of 7-amino-2-benzhydryloxycarbonyl-3-[2-(pyridin-3-yl-amino)-thiazol-5-yl]-8-oxo-5-thia-1-azabicyclo-[4.2.0]oct-2-ene (10.83 g) and the syn isomer of 2-methoxyimino-2-(2-tritylaminothiazol-4-yl)-acetic acid (10.65 g) in dry N,N-dimethylformamide (200 cc). The mixture is stirred for 30 minutes at +5° C. and then for 4 hours at 20° C. Acetic acid (1 cc) is added to the reaction mixt... The reactants are ClC1=CC(=CC=C1)C(=O)OO (m-chloroperbenzoic acid), FC(C(N)(C=1N(C(=C(N1)C1=CC=C(C=C1)C)C1=CC=C(C=C1)C)C)C(F)(F)F)(F)F (α,α-bis(trifluoromethyl)-4,5-bis(4-methylphenyl)-1-methyl-1H-imidazol-2-methanamine), C([O-])(O)=O.[Na+] (sodium bicarbonate). The solvent is C(Cl)(Cl)Cl (chloroform). The product is FC(C1(N=C(NC1=NC(C1=CC=C(C=C1)C)=O)C1=CC=C(C=C1)C)C(F)(F)F)(F)F (N-[4,4-bis(trifluoromethyl)-2-(4-methylphenyl)-4,5-dihydro-1H-imidazol-5-ylidene]-4-methylbenzamide). Isolated yield 4.1%. As a reaction SMILES: [F:1][C:2]([F:30])([F:29])[C:3]([C:25]([F:28])([F:27])[F:26])([C:5]1[N:6](C)[C:7]([C:17]2[CH:22]=[CH:21][C:20]([CH3:23])=[CH:19][CH:18]=2)=[C:8]([C:10]2[CH:15]=[CH:14][C:13]([CH3:16])=[CH:12][CH:11]=2)[N:9]=1)[NH2:4].ClC1C=CC=C(C(OO)=[O:39])C=1.C(=O)(O)[O-].[Na+]>C(Cl)(Cl)Cl>[F:28][C:25]([F:26])([F:27])[C:3]1([C:2]([F:29])([F:30])[F:1])[C:5](=[N:9][C:8](=[O:39])[C:10]2[CH:11]=[CH:12][C:13]([CH3:16])=[CH:14][CH:15]=2)[NH:6][C:7]([C:17]2[CH:22]=[CH:21][C:20]([CH3:23])=[CH:19][CH:18]=2)=[N:4]1 |f:2.3|. Reported procedure: To a solution of α,α-bis(trifluoromethyl)-4,5-bis(4-methylphenyl)-1-methyl-1H-imidazol-2-methanamine (1.0 g, 2.3 mmole) in chloroform (10 mL) was added portionwise, m-chloroperbenzoic acid (0.40 g, 2.3 mmole). The reaction mixture was refluxed under nitrogen for two hours. The solution was cooled to room temperature and poured into saturated sodium bicarbonate (100 mL). The organic layer was washed successively with saturated sodium bicarbonate solution. 10% sodium sulfite solution, water, and s... Starting materials: BrC1=C(C=C(C#N)C=C1)C(Br)Br (4-Bromo-3-dibromomethyl-benzonitrile), CCO (EtOH). The reagents and catalysts are [N+](=O)([O-])[O-].[Ag+] (Silver nitrate). Solvent: O (H2O). Reaction conditions: temperature 60 celsius, time 8 hour. Product: BrC1=C(C=C(C#N)C=C1)C=O (4-bromo-3-formyl-benzonitrile). RXN SMILES: [Br:1][C:2]1[CH:9]=[CH:8][C:5]([C:6]#[N:7])=[CH:4][C:3]=1[CH:10](Br)Br.CC[OH:15]>O.[N+]([O-])([O-])=O.[Ag+]>[Br:1][C:2]1[CH:9]=[CH:8][C:5]([C:6]#[N:7])=[CH:4][C:3]=1[CH:10]=[O:15] |f:3.4|. Procedure details: 4-Bromo-3-dibromomethyl-benzonitrile (5.66 g, 16 mmol) was dissolved in EtOH (150 mL) and heated to 60° C. Silver nitrate (6.80 g, 40 mmol), prepared as a solution in H2O (40 mL), was added dropwise, and the reaction was heated to 75° C. and stirred overnight. The organic layer was decanted, concentrated, and filtered, and the residue was partitioned between EtOAc and H2O. The product was extracted with EtOAc, and the combined organic layers were concentrated and purified by silica gel chromatog... Starting materials: [O-]CC.[K+] (Potassium ethoxide), FC(C1=C(C(=O)NC2=C(C(=O)N)C=CC=N2)C=CC=C1)(F)F (2-(2-Trifluoromethyl-benzoylamino)-nicotinamide), S(=O)(=O)(O)[O-].[Na+] (sodium hydrogen sulfate). Run in O (water), C(C)O (ethanol). Yields the product FC(C1=C(C=CC=C1)C=1NC(C2=C(N1)N=CC=C2)=O)(F)F (2-(2-trifluoromethyl-phenyl)-3H-pyrido[2,3-d]pyrimidin-4-one). RXN SMILES: [F:1][C:2]([F:22])([F:21])[C:3]1[CH:20]=[CH:19][CH:18]=[CH:17][C:4]=1[C:5]([NH:7][C:8]1[N:16]=[CH:15][CH:14]=[CH:13][C:9]=1[C:10]([NH2:12])=[O:11])=O.[O-]CC.[K+].S([O-])(O)(=O)=O.[Na+]>C(O)C.O>[F:1][C:2]([F:22])([F:21])[C:3]1[CH:20]=[CH:19][CH:18]=[CH:17][C:4]=1[C:5]1[NH:12][C:10](=[O:11])[C:9]2[CH:13]=[CH:14][CH:15]=[N:16][C:8]=2[N:7]=1 |f:1.2,3.4|. Procedure: 2-(2-Trifluoromethyl-benzoylamino)-nicotinamide (800 mg, 2.6 mmol) is dissolved in 10 ml of ethanol. Potassium ethoxide (435 mg, 5.2 mmol) is added to the solution which is heated to reflux for 16 h. The reaction mixture is evaporated in vacuo to afford a gummy residue that is dissolved in water and acidified with 10% sodium hydrogen sulfate to pH 7. The resulting precipitate is filtered and dried under vacuum at 50 C to give 2-(2-trifluoromethyl-phenyl)-3H-pyrido[2,3-d]pyrimidin-4-one. Reactants: COC(=O)c1cccc2c1nc(C(=O)NC1CCN(C(C)C)CC1)n2Cc1cccc(OC)c1, COC(=O)c1cccc2nc(C(=O)NC3CCN(C(C)C)CC3)n(Cc3cccc(OC)c3)c12, CO. Product: COc1cccc(Cn2c(C(=O)NC3CCN(C(C)C)CC3)nc3cccc(C(=O)O)c32)c1. Reaction SMILES: [CH3:1][O:2][C:3]([c:4]1[c:5]2[n:6][c:7]([C:8](=[O:9])[NH:10][CH:11]3[CH2:12][CH2:13][N:14]([CH:15]([CH3:16])[CH3:17])[CH2:18][CH2:19]3)[n:20]([CH2:21][c:22]3[cH:23][cH:24][cH:25][c:26]([O:27][CH3:28])[cH:29]3)[c:30]2[cH:31][cH:32][cH:33]1)=[O:34].[CH3:35][O:36][C:37](=[O:38])[c:39]1[cH:40][cH:41][cH:42][c:43]2[n:44][c:45]([C:57]([NH:58][CH:59]3[CH2:60][CH2:61][N:62]([CH:65]([CH3:66])[CH3:67])[CH2:63][CH2:64]3)=[O:68])[n:46]([CH2:48][c:49]3[cH:50][c:51]([O:55][CH3:56])[cH:52][cH:53][cH:54]3)[c:47]12.[CH3:69][OH:70]>>[O:36]=[C:37]([OH:38])[c:39]1[cH:40][cH:41][cH:42][c:43]2[n:44][c:45]([C:57]([NH:58][CH:59]3[CH2:60][CH2:61][N:62]([CH:65]([CH3:66])[CH3:67])[CH2:63][CH2:64]3)=[O:68])[n:46]([CH2:48][c:49]3[cH:50][c:51]([O:55][CH3:56])[cH:52][cH:53][cH:54]3)[c:47]12. The reactants are O(C1=CC=CC=C1)C=1C=C(C=CC1)C1=NOC(=C1)CCC=O (3-[3-(3-phenoxyphenyl)isoxazol-5-yl]propanal), C1(=CC=CC=C1)N1CCNCC1 (1-phenylpiperazine), [BH-](OC(=O)C)(OC(=O)C)OC(=O)C.[Na+] (NaBH(OAc)3). Run in C(Cl)Cl (methylene chloride). Yields the product O(C1=CC=CC=C1)C1=CC(=CC=C1)C1=NOC(=C1)CCCN1CCN(CC1)C1=CC=CC=C1 (1-Phenoxy-3-{5-[3-(4-phenylpiperazinyl)propyl]isoxazol-3-yl}benzene). Isolated yield 127.4%. Reaction SMILES: [O:1]([C:8]1[CH:9]=[C:10]([C:14]2[CH:18]=[C:17]([CH2:19][CH2:20][CH:21]=O)[O:16][N:15]=2)[CH:11]=[CH:12][CH:13]=1)[C:2]1[CH:7]=[CH:6][CH:5]=[CH:4][CH:3]=1.[C:23]1([N:29]2[CH2:34][CH2:33][NH:32][CH2:31][CH2:30]2)[CH:28]=[CH:27][CH:26]=[CH:25][CH:24]=1.[BH-](OC(C)=O)(OC(C)=O)OC(C)=O.[Na+]>C(Cl)Cl>[O:1]([C:8]1[CH:13]=[CH:12][CH:11]=[C:10]([C:14]2[CH:18]=[C:17]([CH2:19][CH2:20][CH2:21][N:32]3[CH2:33][CH2:34][N:29]([C:23]4[CH:28]=[CH:27][CH:26]=[CH:25][CH:24]=4)[CH2:30][CH2:31]3)[O:16][N:15]=2)[CH:9]=1)[C:2]1[CH:3]=[CH:4][CH:5]=[CH:6][CH:7]=1 |f:2.3|. Procedure: About 2 min after dissolving 3-[3-(3-phenoxyphenyl)isoxazol-5-yl]propanal (20 mg, 0.07 mmol) and 1-phenylpiperazine (10.4, 0.07 mmol) in 2 mL of dry methylene chloride, were added NaBH(OAc)3 (43.4 mg, 0.2 mmol) and molecular sieves (5 beads). The reaction mixture was reacted for 16 hr and followed the same processes as in Example 1 to obtain 39.2 mg (100%) of the target compound. The reactants are O (water), BrCC1=C(C=CC=C1)[N+](=O)[O-] (1-(bromomethyl)-2-nitrobenzene), NC1CCN(CC1)C(=O)OC(C)(C)C (tert-butyl 4-aminopiperidine-1-carboxylate), TEA. Solvent: C(Cl)Cl (DCM), C(Cl)Cl (DCM). Run at time 16 hour. The product is [N+](=O)([O-])C1=C(CNC2CCN(CC2)C(=O)OC(C)(C)C)C=CC=C1 (tert-Butyl 4-(2-nitrobenzylamino)piperidine-1-carboxylate). Isolated yield 117.3%. RXN SMILES: Br[CH2:2][C:3]1[CH:8]=[CH:7][CH:6]=[CH:5][C:4]=1[N+:9]([O-:11])=[O:10].[NH2:12][CH:13]1[CH2:18][CH2:17][N:16]([C:19]([O:21][C:22]([CH3:25])([CH3:24])[CH3:23])=[O:20])[CH2:15][CH2:14]1.O>C(Cl)Cl>[N+:9]([C:4]1[CH:5]=[CH:6][CH:7]=[CH:8][C:3]=1[CH2:2][NH:12][CH:13]1[CH2:14][CH2:15][N:16]([C:19]([O:21][C:22]([CH3:25])([CH3:24])[CH3:23])=[O:20])[CH2:17][CH2:18]1)([O-:11])=[O:10]. Procedure details: A solution of 1-(bromomethyl)-2-nitrobenzene (13.2 g, 61 mmol) in DCM (60 ml) was added dropwise to a solution of tert-butyl 4-aminopiperidine-1-carboxylate (14.6 g, 73 mmol) and TEA (13.4 ml, 91 mmol) in DCM (100 ml), followed by stirring the reaction mixture for a further 16 hours. The reaction mixture was then poured into water, and the layers separated. The aqueous layer was then extracted with DCM (2×). The organic layers were combined, washed with water (2×), brine, dried (MgSO4) and evapo... Procedure details: The N-(4-(2-(1,2,3-triazol-1-yl)-ethyl)-phenyl)-4-benzyloxycarbonylaminopiperidine (1.3 g, 50 mmol) obtained in Example 7 (6) was dissolved in methanol (13 ml) and THF (13 ml), and 10% palladium-carbon (hereinafter referred to as Pd—C) (130 mg) was added, followed by stirring at room temperature in an atmosphere of hydrogen gas for 24 hours. After the insoluble material was filtered with Celite, the solvent was evaporated from the filtrate under reduced pressure, thereby obtaining N-(4-(2-(1,2,3... Starting materials: N1(N=NC=C1)CCC1=CC=C(C=C1)N1CCC(CC1)NC(=O)OCC1=CC=CC=C1 (N-(4-(2-(1,2,3-triazol-1-yl)-ethyl)-phenyl)-4-benzyloxycarbonylaminopiperidine), [H][H] (hydrogen). The reagents and catalysts are [C].[Pd] (palladium-carbon), [C].[Pd] (Pd—C). Reaction SMILES: [N:1]1([CH2:6][CH2:7][C:8]2[CH:13]=[CH:12][C:11]([N:14]3[CH2:19][CH2:18][CH:17]([NH:20]C(OCC4C=CC=CC=4)=O)[CH2:16][CH2:15]3)=[CH:10][CH:9]=2)[CH:5]=[CH:4][N:3]=[N:2]1.[H][H]>CO.C1COCC1.[C].[Pd]>[N:1]1([CH2:6][CH2:7][C:8]2[CH:9]=[CH:10][C:11]([N:14]3[CH2:15][CH2:16][CH:17]([NH2:20])[CH2:18][CH2:19]3)=[CH:12][CH:13]=2)[CH:5]=[CH:4][N:3]=[N:2]1 |f:4.5|. Run in CO (methanol), C1CCOC1 (THF). The product is N1(N=NC=C1)CCC1=CC=C(C=C1)N1CCC(CC1)N (N-(4-(2-(1,2,3-triazol-1-yl)-ethyl)-phenyl)-4-aminopiperidine).